Dataset: the Open Reaction Database (ORD), a public repository of structured organic reaction records. Task: describe an organic reaction: reactants, conditions, products, and yield Starting materials: NCCCCCCCCCCCC(=O)O (12-aminododecanoic acid), C(C)(C)N(CC)C(C)C (diisopropylethylamine), I.NC=1C(=NC(=C(N1)N)Cl)C(=O)NC(SC)=N (1-(3,5-Diamino-6-chloropyrazine-2-carbonyl)-2-methylisothiourea hydriodide). The solvent is C(C)O (ethanol). Conditions: temperature 70 celsius, time 16 hour. The product is NC=1C(=NC(=C(N1)N)Cl)C(=O)N=C(NCCCCCCCCCCCC(=O)O)N (12-[N′-(3,5-diamino-6-chloropyrazine-2-carbonyl)guanidino]-dodecanoic acid). Reaction SMILES: [NH2:1][CH2:2][CH2:3][CH2:4][CH2:5][CH2:6][CH2:7][CH2:8][CH2:9][CH2:10][CH2:11][CH2:12][C:13]([OH:15])=[O:14].C(N(C(C)C)CC)(C)C.I.[NH2:26][C:27]1[C:28]([C:35]([NH:37][C:38](=[NH:41])SC)=[O:36])=[N:29][C:30]([Cl:34])=[C:31]([NH2:33])[N:32]=1>C(O)C>[NH2:26][C:27]1[C:28]([C:35]([N:37]=[C:38]([NH2:41])[NH:1][CH2:2][CH2:3][CH2:4][CH2:5][CH2:6][CH2:7][CH2:8][CH2:9][CH2:10][CH2:11][CH2:12][C:13]([OH:15])=[O:14])=[O:36])=[N:29][C:30]([Cl:34])=[C:31]([NH2:33])[N:32]=1 |f:2.3|. Procedure: A solution of 12-aminododecanoic acid (1) (0.096 g, 0.45 mmol) and diisopropylethylamine (0.39 mL, 2.23 mmol) in absolute ethanol (5 mL) was stirred at 70° C. for 30 min. 1-(3,5-Diamino-6-chloropyrazine-2-carbonyl)-2-methylisothiourea hydriodide (191 mg, 0.49 mmol) was added in one portion and heating at 70° C. was continued for a further 16 hours. After this time, the reaction was cooled to room and the resulting yellow precipitate collected by filtration and washed with ethanol (2×2 mL). Furth...